Task: describe an organic reaction: reactants, conditions, products, and yield. Dataset: the Open Reaction Database (ORD), a public repository of structured organic reaction records The reactants are CCOC(C)=O, O=C(c1ccc(Cl)cc1Cl)c1cc([N+](=O)[O-])ccc1Cl. Product: Nc1ccc(Cl)c(C(=O)c2ccc(Cl)cc2Cl)c1. RXN SMILES: [CH3:21][CH2:22][O:23][C:24](=[O:25])[CH3:26].[Cl:1][c:2]1[c:3]([C:4](=[O:5])[c:6]2[c:7]([Cl:13])[cH:8][c:9]([Cl:12])[cH:10][cH:11]2)[cH:14][c:15]([N+:18]([O-:19])=[O:20])[cH:16][cH:17]1>>[Cl:1][c:2]1[c:3]([C:4](=[O:5])[c:6]2[c:7]([Cl:13])[cH:8][c:9]([Cl:12])[cH:10][cH:11]2)[cH:14][c:15]([NH2:18])[cH:16][cH:17]1.